Task: describe an organic reaction: reactants, conditions, products, and yield. Dataset: the Open Reaction Database (ORD), a public repository of structured organic reaction records Starting materials: CN(C=1SC2=C(C1C(=O)C1=CC=C(C=C1)OCCN1CCCCC1)C=CC(=C2)OC)C ([2-dimethylamino-6-methoxybenzothien-3-yl][4-[2-(1-piperidinyl)ethoxy]phenyl]-methanone), CO (MeOH), CC1=C(C=CC(=C1)OC)[Mg]Br (2-methyl-4-methoxyphenylmagnesium bromide). Run in C1CCOC1 (THF), C(Cl)Cl (CH2Cl2), C1CCOC1 (THF). Product: CC1=C(C=CC(=C1)OC)C1=C(C2=C(S1)C=C(C=C2)OC)C(=O)C2=CC=C(C=C2)OCCN2CCCCC2 ([2-(2-Methyl-4-methoxyphenyl)-6-methoxybenzo[b]thien-3-yl][4-[2-(1-piperidinyl)ethoxy]phenyl]methanone). Isolated yield 54.9%. As a reaction SMILES: CN(C)[C:3]1[S:4][C:5]2[CH:28]=[C:27]([O:29][CH3:30])[CH:26]=[CH:25][C:6]=2[C:7]=1[C:8]([C:10]1[CH:15]=[CH:14][C:13]([O:16][CH2:17][CH2:18][N:19]2[CH2:24][CH2:23][CH2:22][CH2:21][CH2:20]2)=[CH:12][CH:11]=1)=[O:9].[CH3:32][C:33]1[CH:38]=[C:37]([O:39][CH3:40])[CH:36]=[CH:35][C:34]=1[Mg]Br.CO>C1COCC1.C(Cl)Cl>[CH3:32][C:33]1[CH:38]=[C:37]([O:39][CH3:40])[CH:36]=[CH:35][C:34]=1[C:3]1[S:4][C:5]2[CH:28]=[C:27]([O:29][CH3:30])[CH:26]=[CH:25][C:6]=2[C:7]=1[C:8]([C:10]1[CH:11]=[CH:12][C:13]([O:16][CH2:17][CH2:18][N:19]2[CH2:24][CH2:23][CH2:22][CH2:21][CH2:20]2)=[CH:14][CH:15]=1)=[O:9]. Procedure details: By the method described in Example 1, [2-dimethylamino-6-methoxybenzothien-3-yl][4-[2-(1-piperidinyl)ethoxy]phenyl]-methanone (1.6 g, 3.6 mmol) in THF (12 mL) was treated with a 0.65 M THF solution of 2-methyl-4-methoxyphenylmagnesium bromide (20 mL, 13.0 mmol) (prepared from 4-bromo-3-methylanisole, catalytic iodine, and magnesium turnings in THF) to provide, after chromatography (silica gel, 5-10% MeOH in CH2Cl2) 1.02 g (55%) of the title compound as a dark oil: 1H NMR d 1.46 (m, 2H), 1.63 (m,... Starting materials: CC1=C(N2[C@@H]([C@@H](C2=O)N)SC1)C(=O)O (7-Aminodesacetoxycephalosporanic acid), CC1=C(C(=NO1)C1=CC=CC=C1)C(=O)Cl (5-Methyl-3-phenylisoxazole-4-carbonyl chloride), O (water), C([O-])(O)=O.[Na+] (sodium bicarbonate). Run in CC(=O)C (acetone). Reaction conditions: temperature 0 celsius, time 2 hour. Product: CC=1CS[C@H]2N(C1C(=O)O)C(C2NC(=O)C=2C(=NOC2)C2=CC=CC(=C2)C)=O (3-methyl-7-(5-methylphenylisoxazole-4-carboxamido)ceph-3-em-4-carboxylic acid). Isolated yield 68849.8%. Reaction SMILES: [CH3:1][C:2]1[CH2:11][S:10][C@@H:5]2[C@H:6]([NH2:9])[C:7](=[O:8])[N:4]2[C:3]=1[C:12]([OH:14])=[O:13].O.[C:16](=O)(O)[O-].[Na+].C[C:22]1[O:26][N:25]=[C:24]([C:27]2[CH:32]=[CH:31][CH:30]=[CH:29][CH:28]=2)[C:23]=1[C:33](Cl)=[O:34]>CC(C)=O>[CH3:1][C:2]1[CH2:11][S:10][C@@H:5]2[CH:6]([NH:9][C:33]([C:23]3[C:24]([C:27]4[CH:28]=[C:29]([CH3:16])[CH:30]=[CH:31][CH:32]=4)=[N:25][O:26][CH:22]=3)=[O:34])[C:7](=[O:8])[N:4]2[C:3]=1[C:12]([OH:14])=[O:13] |f:2.3|. Procedure details: 7-Aminodesacetoxycephalosporanic acid (7-amino-3-methylceph-3-em-4-carboxylic acid; 21.4 g., 0.1 mmole) was dissolved in 800 ml. of water by the action of sodium bicarbonate (27.9 g., 0.33 mmole). The solution was diluted with 800 ml. of acetone, and cooled to 0° C. 5-Methyl-3-phenylisoxazole-4-carbonyl chloride (27.7 g., 0.33 mmole) was added and the reaction mixture stirred for 2 hours at 0° C., then held at refrigerator temperature for approximately 16 hours. The acetone was removed by evapor... Reactants: [Cl-], O=N[O-], CC(C)CC(N)C(=O)O, [Na+], [Na+], O, O=S(=O)(O)O. Yields the product CC(C)CC(O)C(=O)O. RXN SMILES: [Cl-:15].[N:10](=[O:11])[O-:12].[NH2:1][CH:2]([CH2:3][CH:4]([CH3:5])[CH3:6])[C:7](=[O:8])[OH:9].[Na+:13].[Na+:14].[OH2:21].[S:16](=[O:17])(=[O:18])([OH:19])[OH:20]>>[CH:2]([CH2:3][CH:4]([CH3:5])[CH3:6])([C:7](=[O:8])[OH:9])[OH:11]. Reactants: O (water), C(C)(C)(C)OC(=O)N[C@H]1[C@@H]2N(C(=C(CS2)CCl)C(=O)OC(C2=CC=CC=C2)C2=CC=CC=C2)C1=O (benzhydryl 7β-tert-butoxycarbonylamino-3-chloromethyl-3-cephem-4-carboxylate), [I-].[Na+] (sodium iodide), C(=O)NC1=CC=NN1CCOC=O (5-formamido-1-(2-formyloxyethyl)pyrazole). The solvent is C(C)(=O)OCC (ethyl acetate), CN(C=O)C (N,N-dimethylformamide). Conditions: time 24 hour. Product: [I-].C(C)(C)(C)OC(=O)N[C@H]1[C@@H]2N(C(=C(CS2)C[N+]=2N(C(=CC2)NC=O)CCOC=O)C(=O)OC(C2=CC=CC=C2)C2=CC=CC=C2)C1=O (benzhydryl 7β-tert-butoxycarbonylamino-3-[3-formamido-2-(2-formyloxyethyl)-1-pyrazolio]methyl-3-cephem-4-carboxylate iodide). The yield is 96.5%. RXN SMILES: [C:1]([O:5][C:6]([NH:8][C@@H:9]1[C:34](=[O:35])[N:11]2[C:12]([C:18]([O:20][CH:21]([C:28]3[CH:33]=[CH:32][CH:31]=[CH:30][CH:29]=3)[C:22]3[CH:27]=[CH:26][CH:25]=[CH:24][CH:23]=3)=[O:19])=[C:13]([CH2:16]Cl)[CH2:14][S:15][C@H:10]12)=[O:7])([CH3:4])([CH3:3])[CH3:2].[I-:36].[Na+].[CH:38]([NH:40][C:41]1[N:45]([CH2:46][CH2:47][O:48][CH:49]=[O:50])[N:44]=[CH:43][CH:42]=1)=[O:39].O>CN(C)C=O.C(OCC)(=O)C>[I-:36].[C:1]([O:5][C:6]([NH:8][C@@H:9]1[C:34](=[O:35])[N:11]2[C:12]([C:18]([O:20][CH:21]([C:28]3[CH:33]=[CH:32][CH:31]=[CH:30][CH:29]=3)[C:22]3[CH:27]=[CH:26][CH:25]=[CH:24][CH:23]=3)=[O:19])=[C:13]([CH2:16][N+:44]3[N:45]([CH2:46][CH2:47][O:48][CH:49]=[O:50])[C:41]([NH:40][CH:38]=[O:39])=[CH:42][CH:43]=3)[CH2:14][S:15][C@H:10]12)=[O:7])([CH3:4])([CH3:3])[CH3:2] |f:1.2,7.8|. Procedure: To a mixture of benzhydryl 7β-tert-butoxycarbonylamino-3-chloromethyl-3-cephem-4-carboxylate (20 g) and sodium iodide (5.82 g) in N,N-dimethylformamide (20 ml) was added 5-formamido-1-(2-formyloxyethyl)pyrazole (21.34 g) at ambient temperature. After being stirred for 24 hours at the same temperature, the mixture was poured into a mixture of water and ethyl acetate. The organic layer was separated and washed with water, aqueous sodium chloride solution, and dried over magnesium sulfate. The solu... Reported procedure: To a solution of 2-nitrobenzyl bromide (1.00 g, 4.63 mmol) and diethyl malonate (0.741 g, 4.63 mmol) in 30 ml of hexane was added potassium carbonate (0.640 g, 4.63 mmol) and 18-Crown-6 (0.012 g, 0.05 mmol). After stirred at 80° C. for 18 hours, the mixture was diluted with water and was extracted with ethyl acetate. The organic layer was washed with water, then with brine, and concentrated under reduced pressure to obtain crude diethyl (2-nitrobenzyl)malonate. Conditions: temperature 80 celsius, time 18 hour. Reactants: [N+](=O)([O-])C1=C(CBr)C=CC=C1 (2-nitrobenzyl bromide), C(CC(=O)OCC)(=O)OCC (diethyl malonate), C([O-])([O-])=O.[K+].[K+] (potassium carbonate), C1COCCOCCOCCOCCOCCO1 (18-Crown-6). Reaction SMILES: [N+:1]([C:4]1[CH:11]=[CH:10][CH:9]=[CH:8][C:5]=1[CH2:6]Br)([O-:3])=[O:2].[C:12]([O:20][CH2:21][CH3:22])(=[O:19])[CH2:13][C:14]([O:16][CH2:17][CH3:18])=[O:15].C(=O)([O-])[O-].[K+].[K+].C1OCCOCCOCCOCCOCCOC1>CCCCCC.O>[N+:1]([C:4]1[CH:11]=[CH:10][CH:9]=[CH:8][C:5]=1[CH2:6][CH:13]([C:14]([O:16][CH2:17][CH3:18])=[O:15])[C:12]([O:20][CH2:21][CH3:22])=[O:19])([O-:3])=[O:2] |f:2.3.4|. Solvent: CCCCCC (hexane), O (water). Product: [N+](=O)([O-])C1=C(CC(C(=O)OCC)C(=O)OCC)C=CC=C1 (diethyl (2-nitrobenzyl)malonate). The reactants are CCO, O=C(O)c1cc(F)c([N+](=O)[O-])cc1F. Yields the product Nc1cc(F)c(C(=O)O)cc1F. As a reaction SMILES: [CH3:15][CH2:16][OH:17].[F:1][c:2]1[c:3]([C:4](=[O:5])[OH:6])[cH:7][c:8]([F:14])[c:9]([N+:11]([O-:12])=[O:13])[cH:10]1>>[F:1][c:2]1[c:3]([C:4](=[O:5])[OH:6])[cH:7][c:8]([F:14])[c:9]([NH2:11])[cH:10]1. The reactants are CCN(C(C)C)C(C)C, Fc1ccc(C(c2ccc(F)cc2)N2CCNCC2)cc1, O=S(=O)(CCCCCCl)NCCCCO. The product is O=S(=O)(CCCCCN1CCN(C(c2ccc(F)cc2)c2ccc(F)cc2)CC1)NCCCCO. As a reaction SMILES: [CH2:37]([N:38]([CH:39]([CH3:40])[CH3:41])[CH:42]([CH3:43])[CH3:44])[CH3:45].[F:1][c:2]1[cH:3][cH:4][c:5]([CH:8]([N:9]2[CH2:10][CH2:11][NH:12][CH2:13][CH2:14]2)[c:15]2[cH:16][cH:17][c:18]([F:21])[cH:19][cH:20]2)[cH:6][cH:7]1.[OH:22][CH2:23][CH2:24][CH2:25][CH2:26][NH:27][S:28](=[O:29])(=[O:30])[CH2:31][CH2:32][CH2:33][CH2:34][CH2:35][Cl:36]>>[F:1][c:2]1[cH:3][cH:4][c:5]([CH:8]([N:9]2[CH2:10][CH2:11][N:12]([CH2:35][CH2:34][CH2:33][CH2:32][CH2:31][S:28]([NH:27][CH2:26][CH2:25][CH2:24][CH2:23][OH:22])(=[O:29])=[O:30])[CH2:13][CH2:14]2)[c:15]2[cH:16][cH:17][c:18]([F:21])[cH:19][cH:20]2)[cH:6][cH:7]1. Reactants: OC(C1CCC=2N(C3=CC=CC=C3C2C)C1=O)C=1N=CN(C1C)C(C1=CC=CC=C1)(C1=CC=CC=C1)C1=CC=CC=C1 (8,9-dihydro-7-[(hydroxy)(5-methyl-1-trityl-1H-imidazol-4-yl)methyl]-10-methylpyrido[1,2-a]indol-6(7H)-one), C(=O)[O-].[NH4+] (ammonium formate). Reagents/catalysts: [Pd] (palladium on carbon). Solvent: C(C)(=O)O (acetic acid). The product is CC1=C2N(C3=CC=CC=C13)C(C(CC2)CC=2N=CNC2C)=O (8,9-dihydro-10-methyl-7-[(5-methyl-1H-imidazol-4-yl)methyl]pyrido[1,2-a]indol-6(7H)-one). Isolated yield 76.4%. Reaction SMILES: O[CH:2]([C:18]1[N:19]=[CH:20][N:21](C(C2C=CC=CC=2)(C2C=CC=CC=2)C2C=CC=CC=2)[C:22]=1[CH3:23])[CH:3]1[C:16](=[O:17])[N:7]2[C:8]3[C:13]([C:14]([CH3:15])=[C:6]2[CH2:5][CH2:4]1)=[CH:12][CH:11]=[CH:10][CH:9]=3.C([O-])=O.[NH4+]>C(O)(=O)C.[Pd]>[CH3:15][C:14]1[C:13]2[C:8](=[CH:9][CH:10]=[CH:11][CH:12]=2)[N:7]2[C:16](=[O:17])[CH:3]([CH2:2][C:18]3[N:19]=[CH:20][NH:21][C:22]=3[CH3:23])[CH2:4][CH2:5][C:6]=12 |f:1.2|. Reported procedure: To a solution of 8,9-dihydro-7-[(hydroxy)(5-methyl-1-trityl-1H-imidazol-4-yl)methyl]-10-methylpyrido[1,2-a]indol-6(7H)-one (4.6 g) in acetic acid (92 ml) were added 10% palladium on carbon (2.3 g) and ammonium formate (7.89 g), and the mixture was refluxed gently for 3 hours. After being cooled, the catalyst was filtered off. The filtrate was evaporated, and diluted with water (50 ml) and diisopropyl ether (50 ml). Aqueous sodium hydroxide was added to neutralized the solution. Resulted precipit...